Dataset: the Open Reaction Database (ORD), a public repository of structured organic reaction records. Task: describe an organic reaction: reactants, conditions, products, and yield The reactants are ClCCl, CC(C)C(O)c1cc2ccncc2[nH]1. Yields the product CC(C)C(=O)c1cc2ccncc2[nH]1. Reaction SMILES: [CH2:15]([Cl:16])[Cl:17].[CH3:1][CH:2]([CH:3]([OH:4])[c:5]1[cH:6][c:7]2[c:8]([cH:9][n:10][cH:11][cH:12]2)[nH:13]1)[CH3:14]>>[CH3:1][CH:2]([C:3](=[O:4])[c:5]1[cH:6][c:7]2[c:8]([cH:9][n:10][cH:11][cH:12]2)[nH:13]1)[CH3:14]. The reactants are C(C)N(CCNCC)CC (N,N,N'-triethylethylenediamine), C([O-])([O-])=O.[Na+].[Na+] (sodium carbonate), O.O.Cl.FC(C=1C=CC=C2C(=CC=NC12)NC1=C(C(=O)O)C=CC=C1)(F)F (2-(8-trifluoromethyl-4-quinolylamino)benzoic acid hydrochloride dihydrate). Solvent: CCOCC (ether), C(Cl)(Cl)Cl (chloroform), O (water), S(=O)(Cl)Cl (thionyl chloride). Reaction conditions: time 1 hour. Yields the product C(C)N(CCN(C(C1=C(C=CC=C1)NC1=CC=NC2=C(C=CC=C12)C(F)(F)F)=O)CC)CC (N-(2-diethylaminoethyl)-N-ethyl-2-(8-trifluoromethyl-4-quinolylamino)benzamide). The yield is 46.2%. RXN SMILES: O.O.Cl.[F:4][C:5]([F:27])([F:26])[C:6]1[CH:7]=[CH:8][CH:9]=[C:10]2[C:15]=1[N:14]=[CH:13][CH:12]=[C:11]2[NH:16][C:17]1[CH:25]=[CH:24][CH:23]=[CH:22][C:18]=1[C:19]([OH:21])=O.[CH2:28]([N:30]([CH2:36][CH3:37])[CH2:31][CH2:32][NH:33][CH2:34][CH3:35])[CH3:29].C(=O)([O-])[O-].[Na+].[Na+]>S(Cl)(Cl)=O.C(Cl)(Cl)Cl.O.CCOCC>[CH2:28]([N:30]([CH2:36][CH3:37])[CH2:31][CH2:32][N:33]([CH2:34][CH3:35])[C:19](=[O:21])[C:18]1[CH:22]=[CH:23][CH:24]=[CH:25][C:17]=1[NH:16][C:11]1[C:10]2[C:15](=[C:6]([C:5]([F:26])([F:4])[F:27])[CH:7]=[CH:8][CH:9]=2)[N:14]=[CH:13][CH:12]=1)[CH3:29] |f:0.1.2.3,5.6.7|. Procedure details: 12.1 Grams (0.03 mole) of 2-(8-trifluoromethyl-4-quinolylamino)benzoic acid hydrochloride dihydrate were refluxed in 80 milliliters of thionyl chloride for half an hour. A yellow solid precipitated. The thionyl chloride was evaporated off and 50 milliliters of benzene were added and evaporated. The resulting acid chloride hydrochloride was added in portions with stirring to a cooled mixture of 4.32 grams (0.03 mole) of N,N,N'-triethylethylenediamine in 80 milliliters of chloroform and 31.8 grams... Reactants: O=C1C=C(CC(C)(C)C1)C (isophorone), [H][H] (hydrogen). Reagents/catalysts: [Pd] (palladium-on-carbon). Conditions: temperature 50 celsius. Product: CC1CC(=O)CC(C1)(C)C (Dihydroisophorone). RXN SMILES: [O:1]=[C:2]1[CH2:9][C:6]([CH3:8])([CH3:7])[CH2:5][C:4]([CH3:10])=[CH:3]1.[H][H]>[Pd]>[CH3:10][CH:4]1[CH2:5][C:6]([CH3:8])([CH3:7])[CH2:9][C:2](=[O:1])[CH2:3]1. Procedure details: 2.2 kg of isophorone and 5 g of 5% palladium-on-carbon catalyst are added to a 3 liter autoclave which is fitted with heating means, cooling means and a stirrer. A hydrogen pressure of 8-10 atmospheres is now generated and the mixture is slowly warmed to 30°-35° C. Since the hydrogenation is exothermic, provision is made by cooling that a temperature of 50° C. is not exceeded. After completion of the hydrogen uptake (temperature drop), the catalyst is filtered off. There are thus obtained 2.2 kg... The reactants are N(=O)[O-].[Na+] (sodium nitrite), [N-]=[N+]=[N-].[Na+] (sodium azide), NC=1C=C(C=CC1)NC1=C(C=NC2=CC(=C(C=C12)OC)OC)C#N (4-(3-amino-phenylamino)-6,7-dimethoxy-quinoline-3-carbonitrile). Solvent: O (water), C(C)(=O)OCC (ethyl acetate), O (water), C(C)(=O)O (acetic acid), O (water). Conditions: temperature 0 celsius, time 10 minute. The product is N(=[N+]=[N-])C=1C=C(C=CC1)NC1=C(C=NC2=CC(=C(C=C12)OC)OC)C#N (4-(3-Azido-phenylamino)-6,7-dimethoxy-quinoline-3-carbonitrile). The yield is 75.9%. RXN SMILES: [NH2:1][C:2]1[CH:3]=[C:4]([NH:8][C:9]2[C:18]3[C:13](=[CH:14][C:15]([O:21][CH3:22])=[C:16]([O:19][CH3:20])[CH:17]=3)[N:12]=[CH:11][C:10]=2[C:23]#[N:24])[CH:5]=[CH:6][CH:7]=1.N([O-])=O.[Na+].[N-:29]=[N+:30]=[N-].[Na+]>C(O)(=O)C.O.C(OCC)(=O)C>[N:1]([C:2]1[CH:3]=[C:4]([NH:8][C:9]2[C:18]3[C:13](=[CH:14][C:15]([O:21][CH3:22])=[C:16]([O:19][CH3:20])[CH:17]=3)[N:12]=[CH:11][C:10]=2[C:23]#[N:24])[CH:5]=[CH:6][CH:7]=1)=[N+:29]=[N-:30] |f:1.2,3.4|. Procedure: Dissolved 643 mg (2.00 mmol) 4-(3-amino-phenylamino)-6,7-dimethoxy-quinoline-3-carbonitrile in 25 ml 80% acetic acid in water. Chilled to 0° C. and added 152 mg (2.21 mmol) sodium nitrite in 2.2 ml water. After 10 minutes, added 144 mg (2.21 mmol) sodium azide in 2.2 ml water. At 1.5 hours stripped solvent and dissolved residue in hot ethyl acetate. Washed with saturated sodium bicarbonate, water and brine and dried with sodium sulfate. Stripped solvent and redissolved in 60% ethyl acetate/methy... Solvent: CO (methanol). Yield: 59.0%. Starting materials: ClCC(=O)C1=C(C=C(COC(C)=O)C=C1)O (acetic acid 4-(2-chloro-acetyl)-3-hydroxy-benzyl ester), C(C)(=O)[O-].[Na+] (sodium acetate). The product is O=C1COC2=C1C=CC(=C2)COC(C)=O (acetic acid 3-oxo-2,3-dihydro-benzofuran-6-ylmethyl ester), solid. As a reaction SMILES: Cl[CH2:2][C:3]([C:5]1[CH:15]=[CH:14][C:8]([CH2:9][O:10][C:11](=[O:13])[CH3:12])=[CH:7][C:6]=1[OH:16])=[O:4].C([O-])(=O)C.[Na+]>CO>[O:4]=[C:3]1[C:5]2[CH:15]=[CH:14][C:8]([CH2:9][O:10][C:11](=[O:13])[CH3:12])=[CH:7][C:6]=2[O:16][CH2:2]1 |f:1.2|. Procedure details: A solution of acetic acid 4-(2-chloro-acetyl)-3-hydroxy-benzyl ester (2.20 g, 9.07 mmol) and sodium acetate (1.49 g, 18.13 mmol) in anhydrous methanol (40 mL) was heated to reflux for 2 h. The reaction mixture was allowed to cool to RT, and concentrated. The residue was dissolved in dichloromethane and washed with water. The aqueous phase was extracted with dichloromethane. The combined organic layers were dried over Na2SO4, evaporated in vacuo, and the residue was purified by column chromatogra...